Dataset: the Open Reaction Database (ORD), a public repository of structured organic reaction records. Task: describe an organic reaction: reactants, conditions, products, and yield Starting materials: CCNC(=O)Nc1cc(-c2nc(C(F)(F)F)cs2)c(-c2ccc3c(c2)c(=O)c(C(=O)OCC)cn3CC2CCNC2)cn1, CO, Cl, O=CCN1CCOCC1, O. Yields the product CCNC(=O)Nc1cc(-c2nc(C(F)(F)F)cs2)c(-c2ccc3c(c2)c(=O)c(C(=O)OCC)cn3CC2CCN(CCN3CCOCC3)C2)cn1. RXN SMILES: [CH2:1]([CH3:2])[NH:3][C:4]([NH:5][c:6]1[cH:7][c:8](-[c:34]2[s:35][cH:36][c:37]([C:39]([F:40])([F:41])[F:42])[n:38]2)[c:9](-[c:12]2[cH:13][c:14]3[c:15](=[O:33])[c:16]([C:28](=[O:29])[O:30][CH2:31][CH3:32])[cH:17][n:18]([CH2:22][CH:23]4[CH2:24][NH:25][CH2:26][CH2:27]4)[c:19]3[cH:20][cH:21]2)[cH:10][n:11]1)=[O:43].[CH3:55][OH:56].[ClH:44].[O:46]1[CH2:47][CH2:48][N:49]([CH2:52][CH:53]=[O:54])[CH2:50][CH2:51]1.[OH2:45]>>[CH2:1]([CH3:2])[NH:3][C:4]([NH:5][c:6]1[cH:7][c:8](-[c:34]2[s:35][cH:36][c:37]([C:39]([F:40])([F:41])[F:42])[n:38]2)[c:9](-[c:12]2[cH:13][c:14]3[c:15](=[O:33])[c:16]([C:28](=[O:29])[O:30][CH2:31][CH3:32])[cH:17][n:18]([CH2:22][CH:23]4[CH2:24][N:25]([CH2:53][CH2:52][N:49]5[CH2:48][CH2:47][O:46][CH2:51][CH2:50]5)[CH2:26][CH2:27]4)[c:19]3[cH:20][cH:21]2)[cH:10][n:11]1)=[O:43].